From a dataset of the Open Reaction Database (ORD), a public repository of structured organic reaction records. describe an organic reaction: reactants, conditions, products, and yield The reactants are CCBr, COC(=O)c1ccc(O)c(OC)c1, [K+], [K+], O=C([O-])[O-], CN(C)C=O. Product: CCOc1ccc(C(=O)OC)cc1OC. Reaction SMILES: [Br:14][CH2:15][CH3:16].[CH3:1][O:2][C:3](=[O:4])[c:5]1[cH:6][cH:7][c:8]([OH:9])[c:10]([O:11][CH3:12])[cH:13]1.[K+:17].[K+:18].[O-:19][C:20]([O-:21])=[O:22].[O:23]=[CH:24][N:25]([CH3:26])[CH3:27]>>[CH3:1][O:2][C:3](=[O:4])[c:5]1[cH:6][cH:7][c:8]([O:9][CH2:15][CH3:16])[c:10]([O:11][CH3:12])[cH:13]1. Reactants: F[B-](F)(F)F, COC(=O)C1CC(OCc2cccc(-c3cccc(Br)c3)c2)C[NH2+]1, CC(C)(C)OC(=O)NC(C(=O)O)C1CCCCC1, CCOC(C)=O, CCN(C(C)C)C(C)C, [Cl-], Cl, CN(C)C=O, O, CN(C)C(On1nnc2ccccc21)=[N+](C)C. The product is COC(=O)C1CC(OCc2cccc(-c3cccc(Br)c3)c2)CN1C(=O)C(NC(=O)OC(C)(C)C)C1CCCCC1. Reaction SMILES: [B-:28]([F:29])([F:30])([F:31])[F:32].[Br:51][c:52]1[cH:53][c:54](-[c:58]2[cH:59][c:60]([CH2:64][O:65][CH:66]3[CH2:67][CH:68]([C:71](=[O:72])[O:73][CH3:74])[NH2+:69][CH2:70]3)[cH:61][cH:62][cH:63]2)[cH:55][cH:56][cH:57]1.[C:1]([CH3:2])([CH3:3])([CH3:4])[O:5][C:6](=[O:7])[NH:8][CH:9]([C:10](=[O:11])[OH:12])[CH:13]1[CH2:14][CH2:15][CH2:16][CH2:17][CH2:18]1.[CH3:81][CH2:82][O:83][C:84]([CH3:85])=[O:86].[CH:19]([N:20]([CH2:21][CH3:22])[CH:23]([CH3:24])[CH3:25])([CH3:26])[CH3:27].[Cl-:50].[ClH:75].[O:76]=[CH:77][N:78]([CH3:79])[CH3:80].[OH2:87].[n:33]1([O:34][C:35]([N:36]([CH3:37])[CH3:38])=[N+:39]([CH3:40])[CH3:41])[c:42]2[cH:43][cH:44][cH:45][cH:46][c:47]2[n:48][n:49]1>>[C:1]([CH3:2])([CH3:3])([CH3:4])[O:5][C:6](=[O:7])[NH:8][CH:9]([C:10](=[O:12])[N:69]1[CH:68]([C:71](=[O:72])[O:73][CH3:74])[CH2:67][CH:66]([O:65][CH2:64][c:60]2[cH:59][c:58](-[c:54]3[cH:53][c:52]([Br:51])[cH:57][cH:56][cH:55]3)[cH:63][cH:62][cH:61]2)[CH2:70]1)[CH:13]1[CH2:14][CH2:15][CH2:16][CH2:17][CH2:18]1. Reactants: CC=1C=C(C=C(C1)C)CC(C1=CC=CC=2CCCCC12)N (2-(3,5-dimethylphenyl)-1-(5,6,7,8-tetrahydronaphthalen-1-yl)-ethylamine), N(=C=S)CCOC(C)=O (acetic acid 2-isothiocyanato-ethyl ester). Solvent: C(Cl)(Cl)Cl (chloroform). The product is CC=1C=C(C=C(C1)C)CC(C1=CC=CC=2CCCCC12)NC(NCCOC(C)=O)=S (acetic acid 2-{3-[2-(3,5-dimethyl-phenyl)-1-(5,6,7,8-tetrahydronaphthalen-1-yl)-ethyl]-thioureido}-ethyl ester). As a reaction SMILES: [CH3:1][C:2]1[CH:3]=[C:4]([CH2:9][CH:10]([NH2:21])[C:11]2[C:20]3[CH2:19][CH2:18][CH2:17][CH2:16][C:15]=3[CH:14]=[CH:13][CH:12]=2)[CH:5]=[C:6]([CH3:8])[CH:7]=1.[N:22]([CH2:25][CH2:26][O:27][C:28](=[O:30])[CH3:29])=[C:23]=[S:24]>C(Cl)(Cl)Cl>[CH3:8][C:6]1[CH:5]=[C:4]([CH2:9][CH:10]([NH:21][C:23](=[S:24])[NH:22][CH2:25][CH2:26][O:27][C:28](=[O:30])[CH3:29])[C:11]2[C:20]3[CH2:19][CH2:18][CH2:17][CH2:16][C:15]=3[CH:14]=[CH:13][CH:12]=2)[CH:3]=[C:2]([CH3:1])[CH:7]=1. Procedure: A solution of 2-(3,5-dimethylphenyl)-1-(5,6,7,8-tetrahydronaphthalen-1-yl)-ethylamine (2.18 g) in 40 ml of chloroform was treated with acetic acid 2-isothiocyanato-ethyl ester (1.13 g) at room temperature and the mixture heated under reflux for 2 hours. After completion of the reaction the solvent was evaporated in vacuo and the residue was purified on silica gel with a gradient of cyclohexan/ethyl acetate. This yielded the title compound in 2.74 g (83%). Starting materials: N1C=NC=C1C=O (1H-imidazole-5-carbaldehyde), C([O-])([O-])=O.[K+].[K+] (potassium carbonate), BrCC1CC1 ((bromomethyl)cyclopropane). The solvent is CN(C=O)C (N,N-dimethylformamide). Yields the product C1(CC1)CN1C=NC=C1C=O (1-(cyclopropylmethyl)-1H-imidazole-5-carbaldehyde), C1(CC1)CN1C=NC(=C1)C=O (1-(cyclopropylmethyl)-1H-imidazole-4-carbaldehyde). The yield is 33.0%. As a reaction SMILES: [NH:1]1[C:5]([CH:6]=[O:7])=[CH:4][N:3]=[CH:2]1.C(=O)([O-])[O-].[K+].[K+].Br[CH2:15][CH:16]1[CH2:18][CH2:17]1>CN(C)C=O>[CH:16]1([CH2:15][N:1]2[C:5]([CH:6]=[O:7])=[CH:4][N:3]=[CH:2]2)[CH2:18][CH2:17]1.[CH:16]1([CH2:15][N:3]2[CH:4]=[C:5]([CH:6]=[O:7])[N:1]=[CH:2]2)[CH2:18][CH2:17]1 |f:1.2.3|. Procedure: According to Step 1 of Reference Example 8-47, by use of 1H-imidazole-5-carbaldehyde (400 mg, 4.16 mmol) dissolved in N,N-dimethylformamide (6 mL), potassium carbonate (1.15 g, 8.32 mmol) and (bromomethyl)cyclopropane (0.444 mL, 4.58 mmol), the mixture was stirred and reacted at room temperature for 2 hours. Then, purification by preparative thin-layer chromatography (chloroform/methanol=30/1, 50/1) was performed to give 1-(cyclopropylmethyl)-1H-imidazole-5-carbaldehyde (212 mg, yield: 34%) and ... The reactants are C(CCCC)N (n-pentylamine), C(C=C)(=O)OCC (ethyl acrylate), CCO (EtOH), [O-]CC.[Na+] (sodium ethoxide), C(C(=O)OCC)(=O)OCC (diethyl oxalate), CCO (EtOH). Solvent: O (H2O). Reaction conditions: time 18 hour. Yields the product OC1=C(CN(C1=O)CCCCC)C(=O)OCC (Ethyl 2,5-dihydro-4-hydroxy-5-oxo-1-pentyl-1H-pyrrole-3-carboxylate). Isolated yield 71.4%. As a reaction SMILES: [CH2:1]([NH2:6])[CH2:2][CH2:3][CH2:4][CH3:5].[C:7]([O:11][CH2:12][CH3:13])(=[O:10])C=C.C(OCC)(=O)[C:15](OCC)=[O:16].[O-:24][CH2:25][CH3:26].[Na+].[CH3:28]CO>O>[OH:24][C:25]1[C:15](=[O:16])[N:6]([CH2:1][CH2:2][CH2:3][CH2:4][CH3:5])[CH2:28][C:26]=1[C:7]([O:11][CH2:12][CH3:13])=[O:10] |f:3.4|. Procedure: The title compound was prepared by the general method of Southwick [J. Org. Chem. 21, 1087 (1956)]. Thus to a solution of n-pentylamine (8.04 g, 92.3 mmol) in 50 ml of dry EtOH was added ethyl acrylate (9.24 g, 92.3 mmol) with stirring under nitrogen at room temperature. After 18 h at room temperature, diethyl oxalate (13.5 g, 92.3 mmol) was added followed by a solution of sodium ethoxide in EtOH [made from sodium (2.12 g, 92.3 mmol) in 50 ml of dry EtOH]. The reaction mixture was then heated un...